Dataset: the Open Reaction Database (ORD), a public repository of structured organic reaction records. Task: describe an organic reaction: reactants, conditions, products, and yield The reactants are OC(C(=O)N(C)C)C=1C=NC=C(C1)C=1C=C2C(=NC1)N(C=C2C=2OC=CN2)COCC[Si](C)(C)C (2-Hydroxy-N,N-dimethyl-2-{5-[3-oxazol-2-yl-1(2-trimethylsilanyl-ethoxymethyl)-1H-pyrrolo[2,3-b]pyridin-5-yl]-pyridin-3-yl}-acetamide). Run in ClCCl.FC(C(=O)[O-])(F)F (dichloromethane trifluoroacetate). Conditions: time 2 hour. Yields the product OC(C(=O)N(C)C)C=1C=NC=C(C1)C=1C=C2C(=NC1)NC=C2C=2OC=CN2 (2-hydroxy-N,N-dimethyl-2-{5-[3-oxazol-2-yl-1H-pyrrolo[2,3-b]pyridin-5-yl]-pyridin-3-yl}-acetamide). Yield: 27.5%. As a reaction SMILES: [OH:1][CH:2]([C:8]1[CH:9]=[N:10][CH:11]=[C:12]([C:14]2[CH:15]=[C:16]3[C:22]([C:23]4[O:24][CH:25]=[CH:26][N:27]=4)=[CH:21][N:20](COCC[Si](C)(C)C)[C:17]3=[N:18][CH:19]=2)[CH:13]=1)[C:3]([N:5]([CH3:7])[CH3:6])=[O:4]>ClCCl.FC(F)(F)C([O-])=O>[OH:1][CH:2]([C:8]1[CH:9]=[N:10][CH:11]=[C:12]([C:14]2[CH:15]=[C:16]3[C:22]([C:23]4[O:24][CH:25]=[CH:26][N:27]=4)=[CH:21][NH:20][C:17]3=[N:18][CH:19]=2)[CH:13]=1)[C:3]([N:5]([CH3:6])[CH3:7])=[O:4] |f:1.2|. Procedure: 2-Hydroxy-N,N-dimethyl-2-{5-[3-oxazol-2-yl-1(2-trimethylsilanyl-ethoxymethyl)-1H-pyrrolo[2,3-b]pyridin-5-yl]-pyridin-3-yl}-acetamide (10 mg, 0.02 mmol) was stirred in dichloromethane/trifluoroacetate acid (1 ml/1 ml) at room temperature for 2 hours. The solvents were removed under vacuum and the crude was stirred in dichloromethane/ethylenediamine (1 ml/1 ml) for 2 hours at room temperature. Again the solvents was removed under vacuum and the crude was dissolved in DMSO, filtered and purified by... The reactants are O=C(O)Cc1ccc(CBr)cc1, CCOC(=O)C(C)C, [Li]CCCC, CC(C)NC(C)C, Cl, C1CCOC1. Product: CCOC(=O)C(C)(C)Cc1ccc(CC(=O)O)cc1. Reaction SMILES: [Br:21][CH2:22][c:23]1[cH:24][cH:25][c:26]([CH2:29][C:30](=[O:31])[OH:32])[cH:27][cH:28]1.[C:13]([CH:14]([CH3:15])[CH3:16])(=[O:17])[O:18][CH2:19][CH3:20].[CH3:8][CH2:9][CH2:10][CH2:11][Li:12].[CH:1]([NH:2][CH:3]([CH3:4])[CH3:5])([CH3:6])[CH3:7].[ClH:33].[O:34]1[CH2:35][CH2:36][CH2:37][CH2:38]1>>[C:13]([C:14]([CH3:15])([CH3:16])[CH2:22][c:23]1[cH:24][cH:25][c:26]([CH2:29][C:30](=[O:31])[OH:32])[cH:27][cH:28]1)(=[O:17])[O:18][CH2:19][CH3:20]. Starting materials: CN (methylamine), CNC (dimethylamine), ClC1=CC=C(C=C1)C=1NC(=C(N1)C)S(N)(=O)=O (2-(4-chlorophenyl)-4-methyl-sulfamoylimidazole). Product: ClC1=CC=C(C=C1)C=1NC=C(N1)S(NC)(=O)=O (2-(4-chlorophenyl)-4-methylsulfamoylimidazole). The yield is 4.4%. As a reaction SMILES: CN.[CH3:3]NC.[Cl:6][C:7]1[CH:12]=[CH:11][C:10]([C:13]2[NH:14][C:15]([S:19](=[O:22])(=[O:21])[NH2:20])=[C:16](C)[N:17]=2)=[CH:9][CH:8]=1>>[Cl:6][C:7]1[CH:12]=[CH:11][C:10]([C:13]2[NH:17][CH:16]=[C:15]([S:19](=[O:22])(=[O:21])[NH:20][CH3:3])[N:14]=2)=[CH:9][CH:8]=1. Procedure: Substituting aqueous methylamine for the dimethylamine in Example 3 2-(4-chlorophenyl)-4-methyl-sulfamoylimidazole, melting at 246°-248°, was obtained (4.4% yield). The reactants are CN(C(=O)C1=NO[C@H](C1)C1=CC=CC=C1)C ((5R)-4,5-dihydro-N,N-dimethyl-5-phenyl-3-isoxazole-carboxamide), CN(C(=O)C1=NO[C@H](C1)C1=CC=CC=C1)C ((5R)-4,5-dihydro-N,N-dimethyl-5-phenyl-3-isoxazole-carboxamide), O1CCCC1 (tetrahydrofuran), Cl (hydrochloric acid), ice, C[Mg]Br (methyl magnesium bromide). Run in C1(=CC=CC=C1)C (toluene). Reaction conditions: temperature -15 celsius. Product: C1(=CC=CC=C1)[C@H]1CC(=NO1)C(=O)C(C)=O (1-[(5R)-4,5-dihydro-5-phenyl-3-isoxazoyl]ethanone). RXN SMILES: CN(C)[C:3]([C:5]1[CH2:9][C@H:8]([C:10]2[CH:15]=[CH:14][CH:13]=[CH:12][CH:11]=2)[O:7][N:6]=1)=[O:4].C[Mg]Br.Cl.[O:21]1CC[CH2:23][CH2:22]1>C1(C)C=CC=CC=1>[C:10]1([C@@H:8]2[O:7][N:6]=[C:5]([C:3]([C:22](=[O:21])[CH3:23])=[O:4])[CH2:9]2)[CH:15]=[CH:14][CH:13]=[CH:12][CH:11]=1. Reported procedure: A solution of (5R)-4,5-dihydro-N,N-dimethyl-5-phenyl-3-isoxazole-carboxamide (i.e. the product of Example 12, Step D) (3.5 g, 16.0 mmol) in a mixture of tetrahydrofuran (5 mL) and toluene (10 mL) was cooled to −15° C., and methyl magnesium bromide (3.0 M solution in tetrahydrofuran, 8.8 mL, 26.4 mmol) was added over 1 h at −15° C. Then the reaction mixture was poured over a mixture of 20 g of concentrated hydrochloric acid and 80 g of ice, and the organic phase was separated. The aqueous phase w... The reactants are C[Si](C)(C)C=[N+]=[N-] (trimethylsilyldiazomethane), C(C)(C)(C)C1=CC(=C(O1)C)C(=O)Cl (5-(tert-butyl)-2-methylfuran-3-carbonyl chloride), Br (hydrogen bromide), C(C)(=O)O (acetic acid). Solvent: hexanes, C(C)#N (acetonitrile). Conditions: time 20 minute. The product is C(C)(C)(C)C1=CC(=C(O1)C)C(CBr)=O (1-[5-(tert-butyl)-2-methyl(3-furyl)]-2-bromoethan-1-one). Isolated yield 77.0%. RXN SMILES: [C:1]([C:5]1[O:9][C:8]([CH3:10])=[C:7](C(Cl)=O)[CH:6]=1)([CH3:4])([CH3:3])[CH3:2].C[Si](C=[N+]=[N-])(C)C.[BrH:21].[C:22]([OH:25])(=O)[CH3:23]>C(#N)C>[C:1]([C:5]1[O:9][C:8]([CH3:10])=[C:7]([C:22](=[O:25])[CH2:23][Br:21])[CH:6]=1)([CH3:4])([CH3:3])[CH3:2]. Procedure details: A solution of 1 g (5 mmol) of 5-(tert-butyl)-2-methylfuran-3-carbonyl chloride (Maybridge, Cornwall, UK) dissolved in dry acetonitrile (4 mL) and 6.25 mL (12.5 mmol) of 2 M trimethylsilyldiazomethane in hexanes (Aldrich, Milwaukee, Wis.) was stirred 1.75 h at room temperature and the mixture was cooled on an ice bath for 5 min. To this, 30% hydrogen bromide in acetic acid (2 mL, 10 mmol) was added dropwise over 10 min. This was stirred an additional 20 minutes on an ice bath. Evaporation of the ... Starting materials: CC(=O)OC(C)=O, CC(CCC(=O)O)C1CCC2C3CCC4CC(O)CCC4(C)C3CCC12C, O=CO, [O-][Cl+3]([O-])([O-])O. Yields the product CC(CCC(=O)O)C1CCC2C3CCC4CC(OC=O)CCC4(C)C3CCC12C. As a reaction SMILES: [CH3:33][C:34](=[O:35])[O:36][C:37](=[O:38])[CH3:39].[CH:1]12[CH2:2][CH2:3][CH:4]3[CH:5]([CH2:6][CH2:7][C:8]4([CH3:9])[CH:10]([CH:14]([CH3:15])[CH2:16][CH2:17][C:18]([OH:19])=[O:20])[CH2:11][CH2:12][CH:13]34)[C:21]1([CH3:22])[CH2:23][CH2:24][CH:25]([OH:26])[CH2:27]2.[CH:40]([OH:41])=[O:42].[Cl+3:28]([OH:29])([O-:30])([O-:31])[O-:32]>>[CH:1]12[CH2:2][CH2:3][CH:4]3[CH:5]([CH2:6][CH2:7][C:8]4([CH3:9])[CH:10]([CH:14]([CH3:15])[CH2:16][CH2:17][C:18]([OH:19])=[O:20])[CH2:11][CH2:12][CH:13]34)[C:21]1([CH3:22])[CH2:23][CH2:24][CH:25]([O:26][CH:34]=[O:35])[CH2:27]2. Reactants: CCOC(=O)c1nc(C)c(-c2cccc3ccccc23)s1, C1CCOC1, [Na+], [OH-], O. Product: Cc1nc(C(=O)O)sc1-c1cccc2ccccc12. Reaction SMILES: [CH2:1]([CH3:2])[O:3][C:4](=[O:5])[c:6]1[s:7][c:8](-[c:12]2[cH:13][cH:14][cH:15][c:16]3[cH:17][cH:18][cH:19][cH:20][c:21]23)[c:9]([CH3:11])[n:10]1.[CH2:25]1[O:26][CH2:27][CH2:28][CH2:29]1.[Na+:23].[OH-:22].[OH2:24]>>[O:3]=[C:4]([OH:5])[c:6]1[s:7][c:8](-[c:12]2[cH:13][cH:14][cH:15][c:16]3[cH:17][cH:18][cH:19][cH:20][c:21]23)[c:9]([CH3:11])[n:10]1.